Dataset: the Open Reaction Database (ORD), a public repository of structured organic reaction records. Task: describe an organic reaction: reactants, conditions, products, and yield Reactants: COc2ccc1ccccc1c2 (substrate), C[Zn](C)(C)([Li])([Li])c2ccc(c1ccccc1)cc2 (effective_coupling_partner). Reagents/catalysts: PCy3. Reaction conditions: temperature 25 celsius, time 9 hour. Product: c4ccc(c3ccc(c2ccc1ccccc1c2)cc3)cc4.